Dataset: the Open Reaction Database (ORD), a public repository of structured organic reaction records. Task: describe an organic reaction: reactants, conditions, products, and yield As a reaction SMILES: [CH3:34][C:35](=[O:36])[OH:37].[CH:24](=[O:25])[c:26]1[c:27]([CH:32]=[O:33])[cH:28][cH:29][cH:30][cH:31]1.[OH2:38].[OH:20][N+:21](=[O:22])[O-:23].[c:11]12[c:15]([cH:16][cH:17][cH:18][cH:19]1)[CH2:14][O:13][CH2:12]2.[c:1]1([CH2:9][OH:10])[c:2]([CH2:7][OH:8])[cH:3][cH:4][cH:5][cH:6]1>>[c:1]12[c:2]([cH:3][cH:4][cH:5][cH:6]1)[C:7](=[O:8])[O:10][CH2:9]2. Yields the product O=C1OCc2ccccc21. Starting materials: CC(=O)O, O=Cc1ccccc1C=O, O, O=[N+]([O-])O, c1ccc2c(c1)COC2, OCc1ccccc1CO. The reactants are ClC1=NC2=CC(=NC(=C2C=C1)Cl)C1=CC=C(C=C1)OC (2,5-Dichloro-7-(4-methoxyphenyl)-[1,6]naphthyridine), C([O-])(O)=O.[Na+] (sodium bicarbonate). The product is ClC1=C2C=CC(NC2=CC(=N1)C1=CC=C(C=C1)OC)=O (5-chloro-7-(4-methoxy-phenyl)-1H-[1,6]naphthyridin-2-one). The yield is 32.0%. Reaction SMILES: Cl[C:2]1[CH:11]=[CH:10][C:9]2[C:4](=[CH:5][C:6]([C:13]3[CH:18]=[CH:17][C:16]([O:19][CH3:20])=[CH:15][CH:14]=3)=[N:7][C:8]=2[Cl:12])[N:3]=1.C(=O)(O)[O-:22].[Na+]>>[Cl:12][C:8]1[N:7]=[C:6]([C:13]2[CH:18]=[CH:17][C:16]([O:19][CH3:20])=[CH:15][CH:14]=2)[CH:5]=[C:4]2[C:9]=1[CH:10]=[CH:11][C:2](=[O:22])[NH:3]2 |f:1.2|. Procedure details: 2,5-Dichloro-7-(4-methoxyphenyl)-[1,6]naphthyridine (Example 26) (700 mg, 2.29 mmol) was stirred in saturated sodium bicarbonate solution (100 mL) for 20 minutes. A white solid precipitated and was isolated by vacuum filtration to afford 5-chloro-7-(4-methoxy-phenyl)-1H-[1,6]naphthyridin-2-one (209 mg, 32%). The reactants are crude product, C(C)(C)(C)OC(NC1=C(C=C(C(=C1)C)C(F)(F)F)N)=O ((2-amino-5-methyl-4-trifluoromethyl-phenyl)-carbamic acid tert-butyl ester), C(C)(C)(C)OC(CC(=O)C1=CC(=NC=C1)C1=CC=NC=C1)=O (3-[2,4′]bipyridinyl-4-yl-3-oxo-propionic acid tert-butyl ester). Product: N1=C(C=C(C=C1)C1=NC2=C(NC(C1)=O)C=C(C(=C2)C)C(F)(F)F)C2=CC=NC=C2 (4-[2,4′]Bipyridinyl-4-yl-7-methyl-8-trifluoromethyl-1,3-dihydro-benzo[b][1,4]diazepin-2-one), solid. Reaction SMILES: C(OC(=O)[NH:7][C:8]1[CH:13]=[C:12]([CH3:14])[C:11]([C:15]([F:18])([F:17])[F:16])=[CH:10][C:9]=1[NH2:19])(C)(C)C.C(O[C:26](=[O:42])[CH2:27][C:28]([C:30]1[CH:35]=[CH:34][N:33]=[C:32]([C:36]2[CH:41]=[CH:40][N:39]=[CH:38][CH:37]=2)[CH:31]=1)=O)(C)(C)C>>[N:33]1[CH:34]=[CH:35][C:30]([C:28]2[CH2:27][C:26](=[O:42])[NH:19][C:9]3[CH:10]=[C:11]([C:15]([F:16])([F:17])[F:18])[C:12]([CH3:14])=[CH:13][C:8]=3[N:7]=2)=[CH:31][C:32]=1[C:36]1[CH:37]=[CH:38][N:39]=[CH:40][CH:41]=1. Procedure details: The title compound was prepared from (2-amino-5-methyl-4-trifluoromethyl-phenyl)-carbamic acid tert-butyl ester (Example J20) (116 mg, 0.4 mmol) and 3-[2,4′]bipyridinyl-4-yl-3-oxo-propionic acid tert-butyl ester (Example K58) (119 mg, 0.4 mmol) according to the general procedure M and subsequent treatment of the crude product according to the general procedure N. Obtained as a light yellow solid (86 mg). The reactants are CC(=O)O[BH-](OC(C)=O)OC(C)=O, CC(=O)O, CC=O, CC(C)C(=O)NC1CCc2c(c3cc(C#N)ccc3n2Cc2ccccc2N)C1, [Na+], CN(C)C=O, O. Yields the product CCNc1ccccc1Cn1c2c(c3cc(C#N)ccc31)CC(NC(=O)C(C)C)CC2. As a reaction SMILES: [C:30]([CH3:31])([O:32][BH-:33]([O:34][C:35](=[O:36])[CH3:37])[O:38][C:39](=[O:40])[CH3:41])=[O:42].[CH3:44][C:45](=[O:46])[OH:47].[CH:48](=[O:49])[CH3:50].[NH2:1][c:2]1[c:3]([CH2:4][n:5]2[c:6]3[cH:7][cH:8][c:9]([C:24]#[N:25])[cH:10][c:11]3[c:12]3[c:17]2[CH2:16][CH2:15][CH:14]([NH:18][C:19]([CH:20]([CH3:21])[CH3:22])=[O:23])[CH2:13]3)[cH:26][cH:27][cH:28][cH:29]1.[Na+:43].[O:51]=[CH:52][N:53]([CH3:54])[CH3:55].[OH2:56]>>[NH:1]([c:2]1[c:3]([CH2:4][n:5]2[c:6]3[cH:7][cH:8][c:9]([C:24]#[N:25])[cH:10][c:11]3[c:12]3[c:17]2[CH2:16][CH2:15][CH:14]([NH:18][C:19]([CH:20]([CH3:21])[CH3:22])=[O:23])[CH2:13]3)[cH:26][cH:27][cH:28][cH:29]1)[CH2:30][CH3:31]. The reactants are O1CCOC2=C1C=CC(=C2)CN2C(C1=CC=CC(=C1C=C2)[N+](=O)[O-])=O (2-(2,3-Dihydro-benzo[1,4]dioxin-6-ylmethyl)-5-nitro-2H-isoquinolin-1-one), O.O.[Sn](Cl)Cl (tin dichloride dihydrate), O1CCCC1 (tetrahydrofuran). The product is NC1=C2C=CN(C(C2=CC=C1)=O)CC1=CC2=C(OCCO2)C=C1 (5-Amino-2-(2,3-dihydro-benzo[1,4]dioxin-6-ylmethyl)-2H-isoquinolin-1-one). RXN SMILES: [O:1]1[C:6]2[CH:7]=[CH:8][C:9]([CH2:11][N:12]3[CH:21]=[CH:20][C:19]4[C:14](=[CH:15][CH:16]=[CH:17][C:18]=4[N+:22]([O-])=O)[C:13]3=[O:25])=[CH:10][C:5]=2[O:4][CH2:3][CH2:2]1.O.O.[Sn](Cl)Cl.O1CCCC1>>[NH2:22][C:18]1[CH:17]=[CH:16][CH:15]=[C:14]2[C:19]=1[CH:20]=[CH:21][N:12]([CH2:11][C:9]1[CH:8]=[CH:7][C:6]3[O:1][CH2:2][CH2:3][O:4][C:5]=3[CH:10]=1)[C:13]2=[O:25] |f:1.2.3|. Procedure details: 2-(2,3-Dihydro-benzo[1,4]dioxin-6-ylmethyl)-5-nitro-2H-isoquinolin-1-one (0.9 g, 0.002 mol), tin dichloride dihydrate (2 g, 0.009 mol) were stirred in tetrahydrofuran (10 mL, 0.1 mol) at room temperature for 20 hours. The volatiles were removed and the residue was purified via flash column chromatography (40 g of silica gel, 50% EtOAc/Hexanes) to give a red oil. MS m/z (M+H) 309.4. The reactants are O, CN(C)c1ccc(C=Cc2ccc(OCCOCCOCCO)nc2)cc1, Cc1ccc(S(=O)(=O)Cl)cc1, c1ccncc1. Product: Cc1ccc(S(=O)(=O)OCCOCCOCCOc2ccc(C=Cc3ccc(N(C)C)cc3)cn2)cc1. As a reaction SMILES: [OH2:39].[OH:12][CH2:13][CH2:14][O:15][CH2:16][CH2:17][O:18][CH2:19][CH2:20][O:21][c:22]1[n:23][cH:24][c:25]([CH:28]=[CH:29][c:30]2[cH:31][cH:32][c:33]([N:36]([CH3:37])[CH3:38])[cH:34][cH:35]2)[cH:26][cH:27]1.[S:1](=[O:2])(=[O:3])([c:4]1[cH:5][cH:6][c:7]([CH3:8])[cH:9][cH:10]1)[Cl:11].[cH:40]1[cH:41][cH:42][n:43][cH:44][cH:45]1>>[S:1](=[O:2])(=[O:3])([c:4]1[cH:5][cH:6][c:7]([CH3:8])[cH:9][cH:10]1)[O:12][CH2:13][CH2:14][O:15][CH2:16][CH2:17][O:18][CH2:19][CH2:20][O:21][c:22]1[n:23][cH:24][c:25]([CH:28]=[CH:29][c:30]2[cH:31][cH:32][c:33]([N:36]([CH3:37])[CH3:38])[cH:34][cH:35]2)[cH:26][cH:27]1. Starting materials: Brc1cccc2cccnc12, C1CCOC1, [Li]CCCC, CCOCC, CON(C)C(=O)CCl, Cl, [Na+], O=C([O-])O. Yields the product O=C(CCl)c1cccc2cccnc12. RXN SMILES: [Br:6][c:7]1[cH:8][cH:9][cH:10][c:11]2[cH:12][cH:13][cH:14][n:15][c:16]12.[CH2:36]1[O:37][CH2:38][CH2:39][CH2:40]1.[CH3:1][CH2:2][CH2:3][CH2:4][Li:5].[CH3:31][CH2:32][O:33][CH2:34][CH3:35].[Cl:17][CH2:18][C:19](=[O:20])[N:21]([O:22][CH3:23])[CH3:24].[ClH:25].[Na+:30].[O-:26][C:27]([OH:28])=[O:29]>>[c:7]1([C:19]([CH2:18][Cl:17])=[O:20])[cH:8][cH:9][cH:10][c:11]2[cH:12][cH:13][cH:14][n:15][c:16]12.